The task is: describe an organic reaction: reactants, conditions, products, and yield. This data is from the Open Reaction Database (ORD), a public repository of structured organic reaction records. Starting materials: FC1=C(C=CC=C1)NC(C=C)=O (N-(2-fluorophenyl)acrylamide), N1C=CC2=CC(=CC=C12)NC(=O)C1=C(N=C(O1)N1CC(CCC1)C)C(F)(F)F (N-(1H-indol-5-yl)-2-(3-methyl-1-piperidinyl)-4-(trifluoromethyl)-5-oxazolecarboxamide), C([O-])([O-])=O.[Cs+].[Cs+] (cesium carbonate), FC1=C(C=CC=C1)NC(C=C)=O (N-(2-fluorophenyl)acrylamide). Run in C(C)#N (acetonitrile). Run at time 30 hour. The product is FC1=C(C=CC=C1)NC(CCN1C=CC2=CC(=CC=C12)NC(=O)C1=C(N=C(O1)N1CC(CCC1)C)C(F)(F)F)=O (N-[1-(3-(2-fluorophenylamino)-3-oxopropyl)-1H-indol-5-yl]-2-(3-methylpiperidin-1-yl)-4-(trifluoromethyl)oxazole-5-carboxamide). The yield is 7.6%. RXN SMILES: [NH:1]1[C:9]2[C:4](=[CH:5][C:6]([NH:10][C:11]([C:13]3[O:17][C:16]([N:18]4[CH2:23][CH2:22][CH2:21][CH:20]([CH3:24])[CH2:19]4)=[N:15][C:14]=3[C:25]([F:28])([F:27])[F:26])=[O:12])=[CH:7][CH:8]=2)[CH:3]=[CH:2]1.C(=O)([O-])[O-].[Cs+].[Cs+].[F:35][C:36]1[CH:41]=[CH:40][CH:39]=[CH:38][C:37]=1[NH:42][C:43](=[O:46])[CH:44]=[CH2:45]>C(#N)C>[F:35][C:36]1[CH:41]=[CH:40][CH:39]=[CH:38][C:37]=1[NH:42][C:43](=[O:46])[CH2:44][CH2:45][N:1]1[C:9]2[C:4](=[CH:5][C:6]([NH:10][C:11]([C:13]3[O:17][C:16]([N:18]4[CH2:23][CH2:22][CH2:21][CH:20]([CH3:24])[CH2:19]4)=[N:15][C:14]=3[C:25]([F:27])([F:28])[F:26])=[O:12])=[CH:7][CH:8]=2)[CH:3]=[CH:2]1 |f:1.2.3|. Reported procedure: To a solution of compound 44 (0.080 g, 0.204 mmol) and cesium carbonate (0.133 g, 0.408 mmol) in anhydrous acetonitrile (1.0 mL) at room temperature was added N-(2-fluorophenyl)acrylamide (C-4) (0.101 g, 0.612 mmol) in one portion. The reaction mixture was stirred at room temperature for 30 h, then additional N-(2-fluorophenyl)acrylamide (C-4) (0.168 g, 1.02 mmol) was added, and the reaction mixture was heated at 50° C. for 24 h. The reaction mixture was filtered over a celite pad, washed with m... Reactants: C(C1=CC=CC=C1)N=C=O (Benzylisocyanate), S(O)(O)(=O)=O (sulfuric acid). Solvent: [N+](=O)([O-])C (nitromethane). The product is C(C1=CC=CC=C1)NS(O)(=O)=O (Benzylsulfamic acid). Reaction SMILES: [CH2:1]([N:8]=C=O)[C:2]1[CH:7]=[CH:6][CH:5]=[CH:4][CH:3]=1.[S:11](=O)(=[O:14])([OH:13])[OH:12]>[N+](C)([O-])=O>[CH2:1]([NH:8][S:11](=[O:13])(=[O:12])[OH:14])[C:2]1[CH:7]=[CH:6][CH:5]=[CH:4][CH:3]=1. Procedure: Benzylisocyanate (13.3 g) is added dropwise to a stirred mixture of nitromethane (160 ml) and 15% fuming sulfuric acid (5.4 ml) at about 10° C. The reaction mixture is refluxed for about one hour, cooled to RT and the solid filtered and washed with nitromethane. The solid is suspended in ether, filtered, dried and used as a crude solid in the next step. Starting materials: [H-].[Na+] (NaH), C(CC(=O)OC(C)(C)C)(=O)OC(C)(C)C (ditert-butyl propanedioate), C(#N)C1(COCC1)N(C(C=C=C)=O)C=1C=NN(C1)CC(F)(F)F (N-(3-cyanotetrahydrofuran-3-yl)-N-[1-(2,2,2-trifluoroethyl)pyrazol-4-yl]buta-2,3-dienamide). Solvent: C1CCOC1 (THF), C1CCOC1 (THF). Conditions: time 20 minute. Product: CC=1C2=C(NC(C1C(=O)OC(C)(C)C)=O)C1(N(C2=O)C=2C=NN(C2)CC(F)(F)F)COCC1 (tert-butyl 4′-methyl-2′,5′-dioxo-6′-(1-(2,2,2-trifluoroethyl)-1H-pyrazol-4-yl)-1′,2′,4,5,5′,6′-hexahydro-2H-spiro[furan-3,7′-pyrrolo[3,4-b]pyridine]-3′-carboxylate). Isolated yield 52.4%. Reaction SMILES: [C:1]([O:11][C:12]([CH3:15])([CH3:14])[CH3:13])(=[O:10])[CH2:2][C:3]([O:5]C(C)(C)C)=O.[H-].[Na+].[C:18]([C:20]1([N:25]([C:31]2[CH:32]=[N:33][N:34]([CH2:36][C:37]([F:40])([F:39])[F:38])[CH:35]=2)[C:26](=[O:30])[CH:27]=[C:28]=[CH2:29])[CH2:24][CH2:23][O:22][CH2:21]1)#[N:19]>C1COCC1>[CH3:29][C:28]1[C:27]2[C:26](=[O:30])[N:25]([C:31]3[CH:32]=[N:33][N:34]([CH2:36][C:37]([F:40])([F:38])[F:39])[CH:35]=3)[C:20]3([CH2:24][CH2:23][O:22][CH2:21]3)[C:18]=2[NH:19][C:3](=[O:5])[C:2]=1[C:1]([O:11][C:12]([CH3:13])([CH3:14])[CH3:15])=[O:10] |f:1.2|. Procedure details: As shown in step 24-iii of Scheme 24, to a solution of ditert-butyl propanedioate (3.579 g, 3.705 mL, 16.55 mmol) in THF (50 mL) at 23° C. was added NaH (496.4 mg, 12.41 mmol). After stirring for 20 minutes, a solution of Compound 2076 (2.70 g, 8.275 mmol) in THF (50 mL) was added. After 1 hour, the reaction was quenched with saturated aqueous ammonium chloride (100 mL) and partitioned between water and EtOAc (150 mL each). The organics were separated, washed with brine (200 mL) containing 1 N H... Starting materials: BrCCCCC#CC1=NC=CC=C1 (2-(6-bromo-hex-1-ynyl)-pyridine), N1N=CC2=CC=CC=C12 (indazole). The solvent is C1CCCCC1.CCOC(=O)C (cyclohexane AcOEt). Yields the product title compounds, N1=C(C=CC=C1)C#CCCCCN1N=C2C=CC=CC2=C1 (2-(6-(pyridin-2-yl)hex-5-ynyl)-2H-indazole). The yield is 9.0%. Reaction SMILES: Br[CH2:2][CH2:3][CH2:4][CH2:5][C:6]#[C:7][C:8]1[CH:13]=[CH:12][CH:11]=[CH:10][N:9]=1.[NH:14]1[C:22]2[C:17](=[CH:18][CH:19]=[CH:20][CH:21]=2)[CH:16]=[N:15]1>C1CCCCC1.CCOC(C)=O>[N:9]1[CH:10]=[CH:11][CH:12]=[CH:13][C:8]=1[C:7]#[C:6][CH2:5][CH2:4][CH2:3][CH2:2][N:15]1[CH:16]=[C:17]2[C:22]([CH:21]=[CH:20][CH:19]=[CH:18]2)=[N:14]1 |f:2.3|. Procedure details: The title compounds were prepared in accordance with the general method of Example 109(D), from 2-(6-bromo-hex-1-ynyl)-pyridine (250 mg, 1.05 mmol, Example 124(B)) and indazole (124 mg, 1.05 mmol). The crude product was purified by flash chromatography (cyclohexane/AcOEt 75:25) to yield 2-(6-(pyridin-2-yl)hex-5-ynyl)-2H-indazole (26 mg, 94 μmol, 9%) as a brown oil and (cyclohexane/AcOEt 1:1) to yield 1-(6-(pyridin-2-yl)hex-5-ynyl)-1H-indazole (15 mg, 54 μmol, 5%) as a brown oil. The reactants are Cl[Si]1(CCC1)Cl (1,1-dichlorosilacyclobutane), N1CCCC1 (pyrrolidine), Cl[Si]1(CCC1)Cl (1,1-dichlorosilacyclobutane), N1CCCC1 (pyrrolidine). The solvent is hexanes. Reaction conditions: time 2 day. Product: N1(CCCC1)[Si]1(CCC1)N1CCCC1 (Bis(pyrrolidino)silacyclobutane), Product. Isolated yield 34.0%. RXN SMILES: Cl[Si:2]1(Cl)[CH2:5][CH2:4][CH2:3]1.[NH:7]1[CH2:11][CH2:10][CH2:9][CH2:8]1>>[N:7]1([Si:2]2([N:7]3[CH2:11][CH2:10][CH2:9][CH2:8]3)[CH2:5][CH2:4][CH2:3]2)[CH2:11][CH2:10][CH2:9][CH2:8]1. Procedure: Bis(pyrrolidino)silacyclobutane was synthesized by reacting 1,1-dichlorosilacyclobutane with an excess amount of pyrrolidine (Equation 3). To do so, 23.7 ml (0.200 mol) 1,1-dichlorosilacyclobutane was added to 100.0 ml (1.20 mol) pyrrolidine in 1 L hexanes at −10° C. After bodying for two day at the room temperature, the reaction slurry was filtered to remove pyrrolidine hydrochloride salt. The filtrant was vacuum dried to give a liquid crude product which was then vacuum distilled. 15.4 g Produ... The reactants are C1(CCCCC1)N1N=NN=C1CCCOC=1C=C2C=CC(NC2=CC1)=O (6-[3-(1-cyclohexyltetrazol-5-yl)propoxy]carbostyril). Reagents/catalysts: [Pd] (palladium black). Solvent: CO (methanol). Reaction conditions: time 8 hour. Yields the product C1(CCCCC1)N1N=NN=C1CCCOC=1C=C2CCC(NC2=CC1)=O (6-[3-(1-cyclohexyltetrazol-5-yl)propoxy]-3,4-dihydrocarbostyril). Isolated yield 59.7%. Reaction SMILES: [CH:1]1([N:7]2[C:11]([CH2:12][CH2:13][CH2:14][O:15][C:16]3[CH:17]=[C:18]4[C:23](=[CH:24][CH:25]=3)[NH:22][C:21](=[O:26])[CH:20]=[CH:19]4)=[N:10][N:9]=[N:8]2)[CH2:6][CH2:5][CH2:4][CH2:3][CH2:2]1>[Pd].CO>[CH:1]1([N:7]2[C:11]([CH2:12][CH2:13][CH2:14][O:15][C:16]3[CH:17]=[C:18]4[C:23](=[CH:24][CH:25]=3)[NH:22][C:21](=[O:26])[CH2:20][CH2:19]4)=[N:10][N:9]=[N:8]2)[CH2:6][CH2:5][CH2:4][CH2:3][CH2:2]1. Reported procedure: Into 500 ml of methanol, 2.5 g of 6-[3-(1-cyclohexyltetrazol-5-yl)propoxy]carbostyril is added, then 0.1 of palladium black is added into the mixture and the reaction is carried out under 2.5 atoms of H2 -pressure at 50° C. for 8 hours. After the reaction is completed, the catalyst is removed by filtration and the filtrate is concentrated to dryness. The residue is recrystallized from chloroform-petroleum ether to obtain 1.5 g of 6-[3-(1-cyclohexyltetrazol-5-yl)propoxy]-3,4-dihydrocarbostyril in...